Task: describe an organic reaction: reactants, conditions, products, and yield. Dataset: the Open Reaction Database (ORD), a public repository of structured organic reaction records The product is CC(C)(COS(=O)(=O)CCCN=[N+]=[N-])C(OCc1ccccc1)C(=O)OCCOC(=O)OC1CCCCC1. RXN SMILES: [CH3:41][S:42](=[O:43])[CH3:44].[Cl:1][CH2:2][CH2:3][CH2:4][S:5](=[O:6])(=[O:7])[O:8][CH2:9][C:10]([CH:11]([C:12](=[O:13])[O:14][CH2:15][CH2:16][O:17][C:18](=[O:19])[O:20][CH:21]1[CH2:22][CH2:23][CH2:24][CH2:25][CH2:26]1)[O:27][CH2:28][c:29]1[cH:30][cH:31][cH:32][cH:33][cH:34]1)([CH3:35])[CH3:36].[N-:38]=[N+:39]=[N-:40].[Na+:37]>>[CH2:2]([CH2:3][CH2:4][S:5](=[O:6])(=[O:7])[O:8][CH2:9][C:10]([CH:11]([C:12](=[O:13])[O:14][CH2:15][CH2:16][O:17][C:18](=[O:19])[O:20][CH:21]1[CH2:22][CH2:23][CH2:24][CH2:25][CH2:26]1)[O:27][CH2:28][c:29]1[cH:30][cH:31][cH:32][cH:33][cH:34]1)([CH3:35])[CH3:36])[N:38]=[N+:39]=[N-:40]. Starting materials: CS(C)=O, CC(C)(COS(=O)(=O)CCCCl)C(OCc1ccccc1)C(=O)OCCOC(=O)OC1CCCCC1, [N-]=[N+]=[N-], [Na+]. The reactants are O=c1ccc(Br)c[nH]1, CC(C)(C)OC(=O)NCCBr, [H-], [Na+], CN(C)C=O. Product: CC(C)(C)OC(=O)NCCn1cc(Br)ccc1=O. Reaction SMILES: [Br:1][c:2]1[cH:3][cH:4][c:5](=[O:8])[nH:6][cH:7]1.[C:11](=[O:12])([O:13][C:14]([CH3:15])([CH3:16])[CH3:17])[NH:18][CH2:19][CH2:20][Br:21].[H-:10].[Na+:9].[O:22]=[CH:23][N:24]([CH3:25])[CH3:26]>>[Br:1][c:2]1[cH:3][cH:4][c:5](=[O:8])[n:6]([CH2:20][CH2:19][NH:18][C:11](=[O:12])[O:13][C:14]([CH3:15])([CH3:16])[CH3:17])[cH:7]1. RXN SMILES: [CH3:1][c:2]1[c:3](=[O:21])[n:4]([C:13](=[O:14])[c:15]2[cH:16][cH:17][cH:18][cH:19][cH:20]2)[c:5](=[O:12])[n:6]([CH2:8][CH2:9][CH:10]=[O:11])[n:7]1.[CH3:42][CH:43]([CH3:44])[O-:45].[CH3:47][CH:48]([CH3:49])[O-:50].[CH3:51][CH:52]([CH3:53])[O-:54].[CH3:55][CH:56]([CH3:57])[O-:58].[Cl:38][CH2:39][CH2:40][Cl:41].[F:22][C:23]([c:24]1[cH:25][cH:26][c:27]([C:30]23[CH2:31][NH:32][CH2:33][CH:34]2[CH2:35]3)[cH:28][cH:29]1)([F:36])[F:37].[Ti+4:46]>>[CH3:1][c:2]1[c:3](=[O:21])[n:4]([C:13](=[O:14])[c:15]2[cH:16][cH:17][cH:18][cH:19][cH:20]2)[c:5](=[O:12])[n:6]([CH2:8][CH2:9][CH2:10][N:32]2[CH2:31][C:30]3([c:27]4[cH:26][cH:25][c:24]([C:23]([F:22])([F:36])[F:37])[cH:29][cH:28]4)[CH:34]([CH2:33]2)[CH2:35]3)[n:7]1. Reactants: Cc1nn(CCC=O)c(=O)n(C(=O)c2ccccc2)c1=O, CC(C)[O-], CC(C)[O-], CC(C)[O-], CC(C)[O-], ClCCCl, FC(F)(F)c1ccc(C23CNCC2C3)cc1, [Ti+4]. Product: Cc1nn(CCCN2CC3CC3(c3ccc(C(F)(F)F)cc3)C2)c(=O)n(C(=O)c2ccccc2)c1=O. Reactants: O=C1CCC(=O)N1Br, Nc1ccc([N+](=O)[O-])cc1, CN(C)C=O. RXN SMILES: [Br:1][N:2]1[C:3](=[O:4])[CH2:5][CH2:6][C:7]1=[O:8].[N+:9](=[O:10])([O-:11])[c:12]1[cH:13][cH:14][c:15]([NH2:16])[cH:17][cH:18]1.[O:19]=[CH:20][N:21]([CH3:22])[CH3:23]>>[Br:1][c:17]1[c:15]([NH2:16])[cH:14][cH:13][c:12]([N+:9](=[O:10])[O-:11])[cH:18]1. The product is Nc1ccc([N+](=O)[O-])cc1Br. Starting materials: ClC1=NC=CC(=C1)CC(=O)OC (methyl 2-(2-chloropyridin-4-yl)acetate), CC1=NC=CC(=C1)[Sn](CCCC)(CCCC)CCCC (2-methyl-4-(tributylstannyl)pyridine), CN(C)C=O (DMF). Reported procedure: To a flask containing methyl 2-(2-chloropyridin-4-yl)acetate 238-1 (1.00 g, 5.38 mmol), 2-methyl-4-(tributylstannyl)pyridine (2.06 g, 5.38 mmol), Pd(PPh3)4 (594 mg, 0.54 mmol.) under argon was added DMF (15 mL). The reaction mixture was stirred at 120° C. for 10 hours. After cooled to room temperature, the mixture was diluted with ethyl acetate, washed with water and brine, dried over Na2SO4, and concentrated to dryness by rotary evaporation. The crude was purified by silica gel flash chromatogr... Product: CC1=NC=CC(=C1)C1=NC=CC(=C1)CC(=O)OC (methyl 2-(2′-methyl-2,4′-bipyridin-4-yl)acetate). The reagents and catalysts are C=1C=CC(=CC1)[P](C=2C=CC=CC2)(C=3C=CC=CC3)[Pd]([P](C=4C=CC=CC4)(C=5C=CC=CC5)C=6C=CC=CC6)([P](C=7C=CC=CC7)(C=8C=CC=CC8)C=9C=CC=CC9)[P](C=1C=CC=CC1)(C=1C=CC=CC1)C=1C=CC=CC1 (Pd(PPh3)4). Reaction SMILES: Cl[C:2]1[CH:7]=[C:6]([CH2:8][C:9]([O:11][CH3:12])=[O:10])[CH:5]=[CH:4][N:3]=1.[CH3:13][C:14]1[CH:19]=[C:18]([Sn](CCCC)(CCCC)CCCC)[CH:17]=[CH:16][N:15]=1.CN(C=O)C>C(OCC)(=O)C.C1C=CC([P]([Pd]([P](C2C=CC=CC=2)(C2C=CC=CC=2)C2C=CC=CC=2)([P](C2C=CC=CC=2)(C2C=CC=CC=2)C2C=CC=CC=2)[P](C2C=CC=CC=2)(C2C=CC=CC=2)C2C=CC=CC=2)(C2C=CC=CC=2)C2C=CC=CC=2)=CC=1>[CH3:13][C:14]1[CH:19]=[C:18]([C:2]2[CH:7]=[C:6]([CH2:8][C:9]([O:11][CH3:12])=[O:10])[CH:5]=[CH:4][N:3]=2)[CH:17]=[CH:16][N:15]=1 |^1:47,49,68,87|. Conditions: temperature 120 celsius, time 10 hour. Solvent: C(C)(=O)OCC (ethyl acetate). Starting materials: C(C1=CC=CC=C1)OC1=C(OC(C(=O)O)(C)C)C=CC(=C1)Cl (2-[2-(Benzyloxy)-4-chlorophenoxy]-2-methylpropanoic acid). Reagents/catalysts: [Pd] (Pd/C). Run in C(C)OC(C)=O (ethylacetate). Reaction conditions: time 3 hour. Product: ClC1=CC(=C(OC(C(=O)O)(C)C)C=C1)O (2-(4-Chloro-2-hydroxyphenoxy)-2-methylpropanoic acid). RXN SMILES: C([O:8][C:9]1[CH:21]=[C:20]([Cl:22])[CH:19]=[CH:18][C:10]=1[O:11][C:12]([CH3:17])([CH3:16])[C:13]([OH:15])=[O:14])C1C=CC=CC=1>C(OC(=O)C)C.[Pd]>[Cl:22][C:20]1[CH:19]=[CH:18][C:10]([O:11][C:12]([CH3:17])([CH3:16])[C:13]([OH:15])=[O:14])=[C:9]([OH:8])[CH:21]=1. Reported procedure: A mixture of the product from step (ii) (1.4 g) and 10% Pd/C (0.14 g) in ethylacetate (30 ml) was hydrogenated at 2 Bar for 3 h then filtered through celite. The filtrate was evaporated under reduced pressure, yield 0.6 g.